The task is: describe an organic reaction: reactants, conditions, products, and yield. This data is from the Open Reaction Database (ORD), a public repository of structured organic reaction records. The reactants are FC1=C(C=CC=C1)C1=NC2=NC=CC=C2C(=C1)B(O)O (2-(2-fluoro-phenyl)-[1,8]naphthyridine-4-boronic acid), ClC=1C2=C(N=CN1)C=NC=C2 (4-chloropyrido[3,4-d]pyrimidine), C([O-])(O)=O.[Na+] (sodium bicarbonate). The reagents and catalysts are C(C)(=O)[O-].[Pd+2].C(C)(=O)[O-] (palladium(II)acetate). The solvent is CC(=O)N(C)C (dimethylacetamide), C(C)O (ethanol). Run at temperature 80 celsius, time 18 hour. Yields the product FC1=C(C=CC=C1)C1=NC2=NC=CC=C2C(=C1)C=1C2=C(N=CN1)C=NC=C2 (4-[2-(2-fluoro-phenyl)-[1,8]naphthyridin-4-yl]-pyrido[3,4-d]pyrimidine). As a reaction SMILES: [F:1][C:2]1[CH:7]=[CH:6][CH:5]=[CH:4][C:3]=1[C:8]1[CH:17]=[C:16](B(O)O)[C:15]2[C:10](=[N:11][CH:12]=[CH:13][CH:14]=2)[N:9]=1.Cl[C:22]1[C:23]2[CH:31]=[CH:30][N:29]=[CH:28][C:24]=2[N:25]=[CH:26][N:27]=1.C(=O)(O)[O-].[Na+]>CC(N(C)C)=O.C(O)C.C([O-])(=O)C.[Pd+2].C([O-])(=O)C>[F:1][C:2]1[CH:7]=[CH:6][CH:5]=[CH:4][C:3]=1[C:8]1[CH:17]=[C:16]([C:22]2[C:23]3[CH:31]=[CH:30][N:29]=[CH:28][C:24]=3[N:25]=[CH:26][N:27]=2)[C:15]2[C:10](=[N:11][CH:12]=[CH:13][CH:14]=2)[N:9]=1 |f:2.3,6.7.8|. Procedure details: A slurry of 268 mg (1.00 mmol) 2-(2-fluoro-phenyl)-[1,8]naphthyridine-4-boronic acid, 166 mg (1.00 mmol) 4-chloropyrido[3,4-d]pyrimidine, 101 mg (1.20 mmol) sodium bicarbonate and 4.5 mg (0.020 mmol) palladium(II)acetate in a mixture of 4 ml dimethylacetamide and 4 ml ethanol was heated to 80° C. and stirred at this temperature for 18 hours. The reaction mixture was cooled to room temperature and partitioned between water and dichloromethane. The organic phase was dried over sodium sulfate and e... Starting materials: O[C@@H]([C@@H](OC1=CC=C(C=C1)B(O)O)C)CCC=1C=NC=CC1 ((1S,2R)-4-(2-Hydroxy-1-methyl-4-pyridin-3-ylbutoxy)benzeneboronic acid), CC1=C(C=CC(=C1)NC(=O)C)Br (4-bromo-3-methylacetanilide), C([O-])([O-])=O.[Na+].[Na+] (sodium carbonate). The reagents and catalysts are C=1C=CC(=CC1)[P](C=2C=CC=CC2)(C=3C=CC=CC3)[Pd]([P](C=4C=CC=CC4)(C=5C=CC=CC5)C=6C=CC=CC6)([P](C=7C=CC=CC7)(C=8C=CC=CC8)C=9C=CC=CC9)[P](C=1C=CC=CC1)(C=1C=CC=CC1)C=1C=CC=CC1 (tetrakis(triphenylphosphine)palladium). Run in C(C)O (ethanol). Conditions: temperature 90 celsius. The product is O[C@@H]([C@@H](OC1=CC=C(C=C1)C1=C(C=C(C=C1)NC(C)=O)C)C)CCC=1C=NC=CC1 ((1S,2R)-N-[4′-(2-Hydroxy-1-methyl-4-pyridin-3-yl-butoxy)-2-methylbiphenyl-4-yl]acetamide). The yield is 20.3%. As a reaction SMILES: [OH:1][C@H:2]([CH2:15][CH2:16][C:17]1[CH:18]=[N:19][CH:20]=[CH:21][CH:22]=1)[C@H:3]([CH3:14])[O:4][C:5]1[CH:10]=[CH:9][C:8](B(O)O)=[CH:7][CH:6]=1.[CH3:23][C:24]1[CH:29]=[C:28]([NH:30][C:31]([CH3:33])=[O:32])[CH:27]=[CH:26][C:25]=1Br.C(=O)([O-])[O-].[Na+].[Na+]>C(O)C.C1C=CC([P]([Pd]([P](C2C=CC=CC=2)(C2C=CC=CC=2)C2C=CC=CC=2)([P](C2C=CC=CC=2)(C2C=CC=CC=2)C2C=CC=CC=2)[P](C2C=CC=CC=2)(C2C=CC=CC=2)C2C=CC=CC=2)(C2C=CC=CC=2)C2C=CC=CC=2)=CC=1>[OH:1][C@H:2]([CH2:15][CH2:16][C:17]1[CH:18]=[N:19][CH:20]=[CH:21][CH:22]=1)[C@H:3]([CH3:14])[O:4][C:5]1[CH:10]=[CH:9][C:8]([C:25]2[CH:26]=[CH:27][C:28]([NH:30][C:31](=[O:32])[CH3:33])=[CH:29][C:24]=2[CH3:23])=[CH:7][CH:6]=1 |f:2.3.4,^1:47,49,68,87|. Reported procedure: Prepared according to the method described in Example 12b) from (1S,2R)-4-(2-hydroxy-1-methyl-4-pyridin-3-ylbutoxy)benzeneboronic acid (0.150 g, Example 33), 4-bromo-3-methylacetanilide (0.228 g), 2M aqueous sodium carbonate (0.50 ml) and tetrakis(triphenylphosphine)palladium (0) (0.020 g) in ethanol (3 ml) with heating at 90° C. for 2 hours. After work up, the residue was purified by normal-phase HPLC eluting with a gradient of 0-25% ethanol in dichloromethane, then by reverse-phase HPLC elutin... Reactants: C(C1=CC=CC=C1)N1N=C(C=2C1=NC=NC2O)C=2OC=CC2 (1-benzyl-3-(2-furyl)-4-hydroxypyrazolo[3,4-d]pyrimidine), O=P(Cl)(Cl)Cl (POCl3), C1(=CC=CC=C1)C.C(C)(=O)OCC (toluene ethyl acetate). The product is C(C1=CC=CC=C1)N1N=C(C=2C1=NC=NC2Cl)C=2OC=CC2 (1-Benzyl-4-chloro-3-(2-furyl)pyrazolo[3 ,4-d]pyrimidine). Reaction SMILES: [CH2:1]([N:8]1[C:12]2=[N:13][CH:14]=[N:15][C:16](O)=[C:11]2[C:10]([C:18]2[O:19][CH:20]=[CH:21][CH:22]=2)=[N:9]1)[C:2]1[CH:7]=[CH:6][CH:5]=[CH:4][CH:3]=1.C1(C)C=CC=CC=1.C(OCC)(=O)C.O=P(Cl)(Cl)[Cl:38]>>[CH2:1]([N:8]1[C:12]2=[N:13][CH:14]=[N:15][C:16]([Cl:38])=[C:11]2[C:10]([C:18]2[O:19][CH:20]=[CH:21][CH:22]=2)=[N:9]1)[C:2]1[CH:7]=[CH:6][CH:5]=[CH:4][CH:3]=1 |f:1.2|. Reported procedure: 6.6 g of 1-benzyl-3-(2-furyl)-4-hydroxypyrazolo[3,4-d]pyrimidine are boiled for 12 h in 100 ml of POCl3. The mixture is evaporated in vacuo, the residue is stirred with aqueous K2HPO4 solution and the mixture is extracted with ethyl acetate. After drying using Na2SO4 and concentrating in a rotary evaporator, 7.47 g of a solid are obtained which can be reacted directly for the next stage (Rf=0.8, SiO2, toluene/ethyl acetate=1:1). The reactants are C(C)(=O)OC(C)=O (Acetic anhydride), FC1=C(C=CC(=C1)F)[C@]([C@@H](C)S[C@H]1CO[C@@H](OC1)C1=CC=C(C(=O)NC2=CC=C(C=C2)O)C=C1)(CN1N=CN=C1)O (4-[trans-5-[[(1R,2R)-2-(2,4-difluorophenyl)-2-hydroxy-1-methyl-3-(1H-1,2,4-triazol-1-yl)propyl]thio]-1,3-dioxan-2-yl]-4′-hydroxybenzanilide), C(O)([O-])=O.[Na+] (sodium hydrogencarbonate). The solvent is N1=CC=CC=C1 (pyridine). Conditions: temperature 0 celsius. Product: C(C)(=O)OC1=CC=C(NC(C2=CC=C(C=C2)[C@@H]2OC[C@H](CO2)S[C@@H]([C@@](CN2N=CN=C2)(O)C2=C(C=C(C=C2)F)F)C)=O)C=C1 (4′-Acetoxy-4-[trans-5-[[(1R,2R)-2-(2,4-difluorophenyl)-2-hydroxy-1-methyl-3-(1H-1,2,4-triazol-1-yl)propyl]thio]-1,3-dioxan-2-yl]benzanilide). Isolated yield 100.0%. As a reaction SMILES: [C:1]([O:4][C:5](=[O:7])[CH3:6])(=O)[CH3:2].[F:8][C:9]1[CH:14]=[C:13]([F:15])[CH:12]=[CH:11][C:10]=1[C@@:16]([OH:48])([CH2:42][N:43]1[CH:47]=[N:46][CH:45]=[N:44]1)[C@H:17]([S:19][C@@H:20]1[CH2:25][O:24][C@@H:23]([C:26]2[CH:41]=[CH:40][C:29]([C:30]([NH:32][C:33]3[CH:38]=CC(O)=[CH:35][CH:34]=3)=[O:31])=[CH:28][CH:27]=2)[O:22][CH2:21]1)[CH3:18].C(=O)([O-])O.[Na+]>N1C=CC=CC=1>[C:5]([O:4][C:1]1[CH:35]=[CH:34][C:33]([NH:32][C:30](=[O:31])[C:29]2[CH:28]=[CH:27][C:26]([C@H:23]3[O:22][CH2:21][C@H:20]([S:19][C@H:17]([CH3:18])[C@:16]([C:10]4[CH:11]=[CH:12][C:13]([F:15])=[CH:14][C:9]=4[F:8])([OH:48])[CH2:42][N:43]4[CH:47]=[N:46][CH:45]=[N:44]4)[CH2:25][O:24]3)=[CH:41][CH:40]=2)=[CH:38][CH:2]=1)(=[O:7])[CH3:6] |f:2.3|. Procedure: Acetic anhydride (1.5 ml) was added dropwise to a solution of 4-[trans-5-[[(1R,2R)-2-(2,4-difluorophenyl)-2-hydroxy-1-methyl-3-(1H-1,2,4-triazol-1-yl)propyl]thio]-1,3-dioxan-2-yl]-4′-hydroxybenzanilide (40 mg, 0.07 mmol), obtained in Example 23(2), in anhydrous pyridine (3 ml) cooled to 0° C. with stirring. The resulting mixture was stirred at room temperature overnight. At the end of this time, the reaction mixture was poured into saturated aqueous sodium hydrogencarbonate solution at 0° C. The...